This data is from the Open Reaction Database (ORD), a public repository of structured organic reaction records. The task is: describe an organic reaction: reactants, conditions, products, and yield The reactants are CC1=C(C#N)C(c2ccc(C#N)cc2S(=O)(=O)Cl)N(C)C(=O)N1c1cccc(C(F)(F)F)c1, O=C([O-])O, C1CCOC1, [Na+], [Na+], [Na+], O, O=S([O-])[O-]. Yields the product CC1=C(C#N)C(c2ccc(C#N)cc2S(=O)[O-])N(C)C(=O)N1c1cccc(C(F)(F)F)c1, [Na+]. As a reaction SMILES: [C:1](#[N:2])[c:3]1[cH:4][cH:5][c:6]([CH:13]2[N:14]([CH3:33])[C:15](=[O:32])[N:16]([c:22]3[cH:23][c:24]([C:28]([F:29])([F:30])[F:31])[cH:25][cH:26][cH:27]3)[C:17]([CH3:21])=[C:18]2[C:19]#[N:20])[c:7]([S:9](=[O:10])(=[O:11])[Cl:12])[cH:8]1.[C:40](=[O:41])([OH:42])[O-:43].[CH2:45]1[O:46][CH2:47][CH2:48][CH2:49]1.[Na+:38].[Na+:39].[Na+:44].[OH2:50].[S:34]([O-:35])([O-:36])=[O:37]>>[C:1](#[N:2])[c:3]1[cH:4][cH:5][c:6]([CH:13]2[N:14]([CH3:33])[C:15](=[O:32])[N:16]([c:22]3[cH:23][c:24]([C:28]([F:29])([F:30])[F:31])[cH:25][cH:26][cH:27]3)[C:17]([CH3:21])=[C:18]2[C:19]#[N:20])[c:7]([S:9](=[O:10])[O-:11])[cH:8]1.[Na+:38].